Dataset: the Open Reaction Database (ORD), a public repository of structured organic reaction records. Task: describe an organic reaction: reactants, conditions, products, and yield The reactants are C(N)(=S)C1=CC=C(C(=O)NC(NC2=C(C=C(OCC(=O)OC(C)C)C=C2)C)=O)C=C1 (isopropyl 4-[3-(4-thiocarbamoylbenzoyl)ureido]-3-methylphenoxyacetate), IC (iodomethane), CC(=O)C (acetone), resultant product, C(C)(=O)[O-].[NH4+] (ammonium acetate). Solvent: ClCCl (dichloromethane), CO (methanol). Conditions: time 8 hour. The product is C(C)(=O)O.C(N)(=N)C1=CC=C(C(=O)NC(NC2=C(C=C(OCC(=O)OC(C)C)C=C2)C)=O)C=C1 (Isopropyl 4-[3-(4-amidinobenzoyl)ureido]-3-methylphenoxyacetate, acetate salt). Yield: 117.1%. As a reaction SMILES: [C:1]([C:4]1[CH:30]=[CH:29][C:7]([C:8]([NH:10][C:11](=[O:28])[NH:12][C:13]2[CH:26]=[CH:25][C:16]([O:17][CH2:18][C:19]([O:21][CH:22]([CH3:24])[CH3:23])=[O:20])=[CH:15][C:14]=2[CH3:27])=[O:9])=[CH:6][CH:5]=1)(=S)[NH2:2].IC.CC(C)=O.C([O-])(=O)C.[NH4+:41]>ClCCl.CO>[C:19]([OH:21])(=[O:20])[CH3:18].[C:1]([C:4]1[CH:30]=[CH:29][C:7]([C:8]([NH:10][C:11](=[O:28])[NH:12][C:13]2[CH:26]=[CH:25][C:16]([O:17][CH2:18][C:19]([O:21][CH:22]([CH3:24])[CH3:23])=[O:20])=[CH:15][C:14]=2[CH3:27])=[O:9])=[CH:6][CH:5]=1)(=[NH:41])[NH2:2] |f:3.4,7.8|. Procedure: In a similar manner to Example 1, isopropyl 4-[3-(4-thiocarbamoylbenzoyl)ureido]-3-methylphenoxyacetate (12.23 g) was reacted with iodomethane (100 ml) and acetone (750 ml) at ambient temperature and the resultant product was treated with ammonium acetate (15.4 g), methanol (350 ml) and dichloromethane (300 ml) at ambient temperature for 3 days and then at reflux for 5 hours. The mixture was filtered whilst hot, diluted with ether to turbidity and stored overnight at 10° C. to give a solid which...